Dataset: the Open Reaction Database (ORD), a public repository of structured organic reaction records. Task: describe an organic reaction: reactants, conditions, products, and yield Reactants: O=S(=O)(Nc1ccc(OC(F)(F)F)c(Br)c1)c1ccc(-c2cccs2)cc1, CC1CNCC(C)N1, CC(C)(C)[O-], CN(C)c1ccccc1-c1ccccc1P(C1CCCCC1)C1CCCCC1, [Na+], O=C(C=Cc1ccccc1)C=Cc1ccccc1, C1COCCO1, O=C(C=Cc1ccccc1)C=Cc1ccccc1, O=C(C=Cc1ccccc1)C=Cc1ccccc1, [Pd], [Pd]. The product is CC1CN(c2cc(NS(=O)(=O)c3ccc(-c4cccs4)cc3)ccc2OC(F)(F)F)CC(C)N1. Reaction SMILES: [Br:1][c:2]1[cH:3][c:4]([NH:13][S:14](=[O:15])(=[O:16])[c:17]2[cH:18][cH:19][c:20](-[c:23]3[s:24][cH:25][cH:26][cH:27]3)[cH:21][cH:22]2)[cH:5][cH:6][c:7]1[O:8][C:9]([F:10])([F:11])[F:12].[CH3:28][CH:29]1[NH:30][CH:31]([CH3:35])[CH2:32][NH:33][CH2:34]1.[CH3:36][C:37]([CH3:38])([O-:39])[CH3:40].[CH:42]1([P:43]([CH:44]2[CH2:45][CH2:46][CH2:47][CH2:48][CH2:49]2)[c:50]2[cH:51][cH:52][cH:53][cH:54][c:55]2-[c:56]2[cH:57][cH:58][cH:59][cH:60][c:61]2[N:62]([CH3:63])[CH3:64])[CH2:65][CH2:66][CH2:67][CH2:68][CH2:69]1.[Na+:41].[O:114]=[C:115]([CH:116]=[CH:117][c:118]1[cH:119][cH:120][cH:121][cH:122][cH:123]1)[CH:124]=[CH:125][c:126]1[cH:127][cH:128][cH:129][cH:130][cH:131]1.[O:70]1[CH2:71][CH2:72][O:73][CH2:74][CH2:75]1.[O:78]=[C:79]([CH:80]=[CH:81][c:82]1[cH:83][cH:84][cH:85][cH:86][cH:87]1)[CH:88]=[CH:89][c:90]1[cH:91][cH:92][cH:93][cH:94][cH:95]1.[O:96]=[C:97]([CH:98]=[CH:99][c:100]1[cH:101][cH:102][cH:103][cH:104][cH:105]1)[CH:106]=[CH:107][c:108]1[cH:109][cH:110][cH:111][cH:112][cH:113]1.[Pd:76].[Pd:77]>>[c:2]1([N:33]2[CH2:32][CH:31]([CH3:35])[NH:30][CH:29]([CH3:28])[CH2:34]2)[cH:3][c:4]([NH:13][S:14](=[O:15])(=[O:16])[c:17]2[cH:18][cH:19][c:20](-[c:23]3[s:24][cH:25][cH:26][cH:27]3)[cH:21][cH:22]2)[cH:5][cH:6][c:7]1[O:8][C:9]([F:10])([F:11])[F:12]. Starting materials: BrC1=CC(=C(C=O)C=C1)O (4-bromo-2-hydroxybenzaldehyde), ClCC(=O)OC (methyl chloroacetate), tetra-N-butylammonium iodide, C([O-])([O-])=O.[K+].[K+] (potassium carbonate), [OH-].[K+] (potassium hydroxide). Run in O (water), C1CCOC1 (THF). Conditions: temperature 130 celsius, time 8 hour. Yields the product BrC1=CC2=C(C=C(O2)C(=O)O)C=C1 (6-Bromo-1-benzofuran-2-carboxylic acid). As a reaction SMILES: [Br:1][C:2]1[CH:9]=[CH:8][C:5]([CH:6]=O)=[C:4]([OH:10])[CH:3]=1.C(=O)([O-])[O-].[K+].[K+].Cl[CH2:18][C:19]([O:21]C)=[O:20].[OH-].[K+]>O.C1COCC1>[Br:1][C:2]1[CH:9]=[CH:8][C:5]2[CH:6]=[C:18]([C:19]([OH:21])=[O:20])[O:10][C:4]=2[CH:3]=1 |f:1.2.3,5.6|. Procedure: 8.0 g (39.8 mmol) of 4-bromo-2-hydroxybenzaldehyde and 1.47 g (3.98 mmol) of tetra-N-butylammonium iodide are, together with 22 g (159.19 mmol) of anhydrous potassium carbonate, initially charged. 9.07 g (83.57 mmol) of methyl chloroacetate are added. The reaction mixture is heated at 130° C. for 4 h and then cooled to 0° C. using an ice bath. 100 ml of THF and 13.4 g (238.8 mmol) of potassium hydroxide in 50 ml of water are added and the mixture is then stirred at RT overnight. The solvent is r... Reactants: ClC=1C=C(C=CC1Cl)NN (3,4-dichlorophenylhydrazine), COC(CC(C)=O)OC (3-oxobutyraldehyde dimethyl acetal). Solvent: CCO (EtOH), O (H2O). The product is ClC=1C=C(C=CC1Cl)N1N=C(C=C1)C (1-(3,4-dichloro-phenyl)-3-methyl-1H-pyrazole), ClC=1C=C(C=CC1Cl)N1N=CC=C1C (1-(3,4-dichloro-phenyl)-5-methyl-1H-pyrazole). The yield is 29.0%. Reaction SMILES: [Cl:1][C:2]1[CH:3]=[C:4]([NH:9][NH2:10])[CH:5]=[CH:6][C:7]=1[Cl:8].CO[CH:13](OC)[CH2:14][C:15](=O)[CH3:16]>CCO.O>[Cl:1][C:2]1[CH:3]=[C:4]([N:9]2[CH:13]=[CH:14][C:15]([CH3:16])=[N:10]2)[CH:5]=[CH:6][C:7]=1[Cl:8].[Cl:1][C:2]1[CH:3]=[C:4]([N:9]2[C:15]([CH3:16])=[CH:14][CH:13]=[N:10]2)[CH:5]=[CH:6][C:7]=1[Cl:8]. Procedure details: A solution of of 3,4-dichlorophenylhydrazine (4.27 g, 20.0 mmol) in EtOH (50 ml) and H2O (50 ml) was treated with 3-oxobutyraldehyde dimethyl acetal (2.64 g, 20.0 mmol) and refluxed for 1 h. The alcohol was removed in vacuo and the aqueous residue was extracted with AcOEt (2×150 ml). The organic phase was dried (Na2SO4), filtered and evaporated. The remaining oil was chromatographed [silica, elution with gradient hexane to 10% (hexane/AcOEt=1:1)] to obtain 3.01 g (66%) of 1-(3,4-dichloro-phenyl)... Reactants: C(C)[Mg]Br (Ethylmagnesium bromide), BrC=1C=C(C(=O)OC)C=CC1OC (methyl 3-bromo-4-methoxybenzoate), C(C)(=O)OCC (Ethyl acetate), O (water). Reagents/catalysts: CC([O-])C.[Ti+4].CC([O-])C.CC([O-])C.CC([O-])C (titanium (IV) isopropoxide). The solvent is C1CCOC1 (THF). Reaction conditions: time 8 hour. The product is BrC=1C=C(C=CC1OC)C1(CC1)O (1-(3-bromo-4-methoxyphenyl)cyclopropanol). RXN SMILES: [CH2:1]([Mg]Br)[CH3:2].[Br:5][C:6]1[CH:7]=[C:8]([CH:13]=[CH:14][C:15]=1[O:16][CH3:17])[C:9]([O:11]C)=O.C(OCC)(=O)C.O>C1COCC1.CC(C)[O-].[Ti+4].CC(C)[O-].CC(C)[O-].CC(C)[O-]>[Br:5][C:6]1[CH:7]=[C:8]([C:9]2([OH:11])[CH2:2][CH2:1]2)[CH:13]=[CH:14][C:15]=1[O:16][CH3:17] |f:5.6.7.8.9|. Procedure: Ethylmagnesium bromide (3M solution in diethyl ether, 54.4 ml) was added at room temperature to a solution of methyl 3-bromo-4-methoxybenzoate (CAS No. 35450-37-4, 10 g) and titanium (IV) isopropoxide (23.9 ml) in THF (100 ml). The reaction mixture was stirred at room temperature overnight. Ethyl acetate and water were added to the reaction mixture and the precipitate was removed through Celite. The organic layer was separated, washed with brine and dried over anhydrous magnesium sulfate. The fi...